This data is from the Open Reaction Database (ORD), a public repository of structured organic reaction records. The task is: describe an organic reaction: reactants, conditions, products, and yield Starting materials: CCN(C(C)C)C(C)C, O=C(Cl)c1c(F)cccc1Cl, ClCCl, NCC(O)(CNC(=O)c1cnn(-c2ccc(F)cc2)c1N)C(F)(F)F, C1CCOC1. The product is Nc1c(C(=O)NCC(O)(CNC(=O)c2c(F)cccc2Cl)C(F)(F)F)cnn1-c1ccc(F)cc1. RXN SMILES: [CH:37]([N:38]([CH:39]([CH3:40])[CH3:41])[CH2:42][CH3:43])([CH3:44])[CH3:45].[Cl:1][c:2]1[c:3]([C:4](=[O:5])[Cl:6])[c:7]([F:11])[cH:8][cH:9][cH:10]1.[Cl:51][CH2:52][Cl:53].[NH2:12][c:13]1[c:14]([C:25](=[O:26])[NH:27][CH2:28][C:29]([C:30]([F:31])([F:32])[F:33])([OH:34])[CH2:35][NH2:36])[cH:15][n:16][n:17]1-[c:18]1[cH:19][cH:20][c:21]([F:24])[cH:22][cH:23]1.[O:46]1[CH2:47][CH2:48][CH2:49][CH2:50]1>>[Cl:1][c:2]1[c:3]([C:4](=[O:5])[NH:36][CH2:35][C:29]([CH2:28][NH:27][C:25]([c:14]2[c:13]([NH2:12])[n:17](-[c:18]3[cH:19][cH:20][c:21]([F:24])[cH:22][cH:23]3)[n:16][cH:15]2)=[O:26])([C:30]([F:31])([F:32])[F:33])[OH:34])[c:7]([F:11])[cH:8][cH:9][cH:10]1. The reactants are CC(C)(C)c1nnc(N=C=O)s1, CNC(C)C=O, c1ccccc1. Reaction SMILES: [C:1]([CH3:2])([CH3:3])([CH3:4])[c:5]1[n:6][n:7][c:8]([N:10]=[C:11]=[O:12])[s:9]1.[CH3:13][NH:14][CH:15]([CH:16]=[O:17])[CH3:18].[cH:19]1[cH:20][cH:21][cH:22][cH:23][cH:24]1>>[C:1]([CH3:2])([CH3:3])([CH3:4])[c:5]1[n:6][n:7][c:8]([NH:10][C:11](=[O:12])[N:14]([CH3:13])[CH:15]([CH:16]=[O:17])[CH3:18])[s:9]1. Product: CC(C=O)N(C)C(=O)Nc1nnc(C(C)(C)C)s1. Reactants: IC=1C=C2\C(\C(NC(C2=CC1)=O)=O)=C/OC ((4E)-6-iodo-4-(methoxymethylene)isoquinoline-1,3(2H,4H)-dione), N1(CCCCC1)CC1=CC=C(C=C1)N (4-piperidin-1-ylmethyl-phenylamine), C(C)OCC (ethyl ether). The solvent is CN(C)C=O (N,N′-dimethylformamide). Run at temperature 120 celsius, time 8 hour. Yields the product IC=1C=C2/C(/C(NC(C2=CC1)=O)=O)=C/NC1=CC=C(C=C1)CN1CCCCC1 ((4Z)-6-Iodo-4-({[4-(piperidin-1-ylmethyl)phenyl]amino}methylene)isoquinoline-1,3(2H,4H)-dione). Isolated yield 48.9%. RXN SMILES: [I:1][C:2]1[CH:3]=[C:4]2[C:9](=[CH:10][CH:11]=1)[C:8](=[O:12])[NH:7][C:6](=[O:13])/[C:5]/2=[CH:14]/OC.[N:17]1([CH2:23][C:24]2[CH:29]=[CH:28][C:27]([NH2:30])=[CH:26][CH:25]=2)[CH2:22][CH2:21][CH2:20][CH2:19][CH2:18]1.C(OCC)C>CN(C=O)C>[I:1][C:2]1[CH:3]=[C:4]2[C:9](=[CH:10][CH:11]=1)[C:8](=[O:12])[NH:7][C:6](=[O:13])/[C:5]/2=[CH:14]\[NH:30][C:27]1[CH:26]=[CH:25][C:24]([CH2:23][N:17]2[CH2:22][CH2:21][CH2:20][CH2:19][CH2:18]2)=[CH:29][CH:28]=1. Procedure details: To a solution of 0.2 g (0.60 mmol) of (4E)-6-iodo-4-(methoxymethylene)isoquinoline-1,3(2H,4H)-dione in 2 mL of N,N′-dimethylformamide is added 4-piperidin-1-ylmethyl-phenylamine (0.127 mL, 0.67 mmol). The reaction mixture is heated at 120° C. under N2 for 1.5 h. After cooling, ethyl ether is added and left in refrigerator overnight to give dark brown crystal. The crystal is collected and dissolved in 4 mL of dimethyl sulfoxide, followed by addition of 6 mL of 65% MeOH/H2O solution to give a prec... Reactants: N[C@@H]1C(N[C@@H]1C(=O)OC)=O (cis-3-amino-4-methoxycarbonyl-2-oxoazetidine), ClCC(=O)NC=1SC=C(N1)C(C(=O)O)=NOC(C)(C(=O)OCC[Si](C)(C)C)C (2-(2-chloroacetamido-4-thiazolyl)-2-[1-methyl-1-(2-trimethylsilylethoxycarbonyl)ethoxyimino]acetic acid), C(O)([O-])=O.[Na+] (sodium hydrogen carbonate), P(Cl)(Cl)(Cl)(Cl)Cl (phosphorus pentachloride), acid chloride, acid chloride. Run in O1CCCC1 (tetrahydrofuran), O (water), C(Cl)Cl (methylene chloride), C(C)N(CC)CC (triethylamine). Run at time 2 hour. The product is ClCC(=O)NC=1SC=C(N1)C(C(=O)N[C@@H]1C(N[C@@H]1C(=O)OC)=O)=NOC(C)(C(=O)OCC[Si](C)(C)C)C (cis-3-{2-(2-chloroacetamido-4-thiazolyl)-2-[1-methyl-1-(2-trimethylsilylethoxycarbonyl)ethoxyimino]acetamido}-4- methoxycarbonyl-2-oxoazetidine). As a reaction SMILES: [Cl:1][CH2:2][C:3]([NH:5][C:6]1[S:7][CH:8]=[C:9]([C:11](=[N:15][O:16][C:17]([CH3:28])([C:19]([O:21][CH2:22][CH2:23][Si:24]([CH3:27])([CH3:26])[CH3:25])=[O:20])[CH3:18])[C:12](O)=[O:13])[N:10]=1)=[O:4].P(Cl)(Cl)(Cl)(Cl)Cl.[NH2:35][C@H:36]1[C@@H:39]([C:40]([O:42][CH3:43])=[O:41])[NH:38][C:37]1=[O:44].C(=O)([O-])O.[Na+]>C(Cl)Cl.O1CCCC1.O.C(N(CC)CC)C>[Cl:1][CH2:2][C:3]([NH:5][C:6]1[S:7][CH:8]=[C:9]([C:11](=[N:15][O:16][C:17]([CH3:28])([C:19]([O:21][CH2:22][CH2:23][Si:24]([CH3:25])([CH3:27])[CH3:26])=[O:20])[CH3:18])[C:12]([NH:35][C@H:36]2[C@@H:39]([C:40]([O:42][CH3:43])=[O:41])[NH:38][C:37]2=[O:44])=[O:13])[N:10]=1)=[O:4] |f:3.4|. Procedure details: In 25 ml of methylene chloride is dissolved 820 mg of 2-(2-chloroacetamido-4-thiazolyl)-2-[1-methyl-1-(2-trimethylsilylethoxycarbonyl)ethoxyimino]acetic acid, and under ice-cooling 221 mg of triethylamine and then 380 mg of phosphorus pentachloride are added. The mixture is stirred under ice-cooling for 15 minutes and then at room temperature for 2 hours. The reaction mixture is concentrated under reduced pressure and the residue is dissolved in 5 ml of tetrahydrofuran to prepare a solution cont... Reactants: BrCC(=O)OC (Methyl bromoacetate), NC1=C2C(=C(N(C2=CC=C1)CC1=CC=CC=C1)CC)C(C(=O)N)=O (4-Amino-2-Ethyl-α-oxo-1-(phenylmethyl)-1H-indole-3-Acetamide). Solvent: CN(C)C=O (DMF), O (water). Reaction conditions: temperature 60 celsius, time 0.5 hour. Yields the product COC(CNC1=C2C(=C(N(C2=CC=C1)CC1=CC=CC=C1)CC)C(C(=O)N)=O)=O ([[3-(Aminooxoacetyl)-2-ethyl-1-(phenylmethyl)-1H-indol-4-yl]amino]acetic acid methyl ester). Isolated yield 63.9%. RXN SMILES: Br[CH2:2][C:3]([O:5][CH3:6])=[O:4].[NH2:7][C:8]1[CH:16]=[CH:15][CH:14]=[C:13]2[C:9]=1[C:10]([C:26](=[O:30])[C:27]([NH2:29])=[O:28])=[C:11]([CH2:24][CH3:25])[N:12]2[CH2:17][C:18]1[CH:23]=[CH:22][CH:21]=[CH:20][CH:19]=1>CN(C=O)C.O>[CH3:6][O:5][C:3](=[O:4])[CH2:2][NH:7][C:8]1[CH:16]=[CH:15][CH:14]=[C:13]2[C:9]=1[C:10]([C:26](=[O:30])[C:27]([NH2:29])=[O:28])=[C:11]([CH2:24][CH3:25])[N:12]2[CH2:17][C:18]1[CH:23]=[CH:22][CH:21]=[CH:20][CH:19]=1. Procedure: Methyl bromoacetate (0.07 ml, 0.78 mmol) was added to 250 mg (0.78 mmol) of 4-Amino-2-Ethyl-α-oxo-1-(phenylmethyl)-1H-indole-3-Acetamide in 4 ml of DMF, stirred at 60° C. for 0.5 hour, and then at room temperature for 20 hours. The mixture was diluted with water and extracted with EtOAc. The EtOAC solution was washed with brine, dried over MgSO4, and evaporated in vacuo. The residue was chromatographed over silica gel eluting with Hexane/50 to 100% EtOAc to give 196 mg (64%) of [[3-(Aminooxoacet... Starting materials: CC(C)(C)OC(=O)C1CC2(CC2)CNC1C(=O)O, CN1CCOCC1, [Na+], O=C([O-])O, CN(C)C=O, c1ccc(N2CCNCC2)cc1. The product is CC(C)(C)OC(=O)C1CC2(CC2)CNC1C(=O)N1CCN(c2ccccc2)CC1. As a reaction SMILES: [C:13]([CH3:14])([CH3:15])([CH3:16])[O:17][C:18](=[O:19])[CH:20]1[CH:21]([C:28](=[O:29])[OH:30])[NH:22][CH2:23][C:24]2([CH2:25][CH2:26]2)[CH2:27]1.[CH3:31][N:32]1[CH2:33][CH2:34][O:35][CH2:36][CH2:37]1.[Na+:47].[O-:43][C:44]([OH:45])=[O:46].[O:38]=[CH:39][N:40]([CH3:41])[CH3:42].[c:1]1([N:7]2[CH2:8][CH2:9][NH:10][CH2:11][CH2:12]2)[cH:2][cH:3][cH:4][cH:5][cH:6]1>>[c:1]1([N:7]2[CH2:8][CH2:9][N:10]([C:28]([CH:21]3[CH:20]([C:18]([O:17][C:13]([CH3:14])([CH3:15])[CH3:16])=[O:19])[CH2:27][C:24]4([CH2:23][NH:22]3)[CH2:25][CH2:26]4)=[O:29])[CH2:11][CH2:12]2)[cH:2][cH:3][cH:4][cH:5][cH:6]1. Starting materials: ClCCCC1=NC2=C(N1C1=CC=CC=C1)C=CC=C2 (2-(3-chloropropyl)-1-phenyl-1H-benzimidazole), O.O.C(C(=O)O)(=O)O (oxalic acid dihydrate), N1C=NC=C1 (imidazole), [H-].[Na+] (sodium hydride), resultant mixture. The solvent is O (water), C(C)OCC (diethyl ether), C(C)O (ethanol), CN(C=O)C (N,N-dimethylformamide). The product is C(C(=O)O)(=O)O.N1(C=NC=C1)CCCC1=NC2=C(N1C1=CC=CC=C1)C=CC=C2 (2-[3-(imidazol-1-yl)propyl]-1-phenyl-1H-benzimidazole oxalate). Isolated yield 92.1%. As a reaction SMILES: [NH:1]1[CH:5]=[CH:4][N:3]=[CH:2]1.[H-].[Na+].Cl[CH2:9][CH2:10][CH2:11][C:12]1[N:16]([C:17]2[CH:22]=[CH:21][CH:20]=[CH:19][CH:18]=2)[C:15]2[CH:23]=[CH:24][CH:25]=[CH:26][C:14]=2[N:13]=1.O.O.[C:29]([OH:34])(=[O:33])[C:30]([OH:32])=[O:31]>CN(C)C=O.O.C(OCC)C.C(O)C>[C:29]([OH:34])(=[O:33])[C:30]([OH:32])=[O:31].[N:1]1([CH2:9][CH2:10][CH2:11][C:12]2[N:16]([C:17]3[CH:18]=[CH:19][CH:20]=[CH:21][CH:22]=3)[C:15]3[CH:23]=[CH:24][CH:25]=[CH:26][C:14]=3[N:13]=2)[CH:5]=[CH:4][N:3]=[CH:2]1 |f:1.2,4.5.6,11.12|. Procedure: To a solution of imidazole (226 mg) in N,N-dimethylformamide (9 ml) was added sodium hydride (60% in oil, 140 mg) with stirring and ice-cooling. The mixture was stirred for 15 minutes at the same temperature and for 1 hour at 100° C. To the resultant mixture, after cooling, was added 2-(3-chloropropyl)-1-phenyl-1H-benzimidazole (0.9 g) and the mixture was stirred for 1 hour at 100° C. After being cooled, the reaction mixture was diluted with water and extracted with dichloromethane. The combined... Reactants: NC=1C(=NC(=NC1)N1C=NC2=C1C=C(C=C2)F)N[C@@H]2CCC(C1=CC=CC=C21)=O ((4R)-4-(5-amino-2-(6-fluoro-1H-benzo[d]imidazol-1-yl)pyrimidin-4-ylamino)-3,4-dihydronaphthalen-1(2H)-one), C1=CN(C=N1)C(=O)N2C=CN=C2 (CDI). Reported procedure: A solution of (4R)-4-(5-amino-2-(6-fluoro-1H-benzo[d]imidazol-1-yl)pyrimidin-4-ylamino)-3,4-dihydronaphthalen-1(2H)-one (32 mg) and CDI (100 mg) in THF (6 mL) was stirred at room temperature overnight and refluxed for 2.5 h. Volatiles were removed in vacuo and the residue was purified by preparative HPLC to afford 9 mg of the title compound as the TFA salt. 1H NMR (CD3OD) δ 9.20 (s, 1H), 8.36 (s, 1H), 8.20 (m, 1H), 7.68 (m, 1H), 7.58-7.47 (m, 3H), 7.20-7.14 (m, 2H), 6.10 (m, 1H), 3.09-2.93 (m, 3... Run in C1CCOC1 (THF). The product is FC=1C=CC2=C(N(C=N2)C2=NC=C3NC(N(C3=N2)[C@@H]2CCC(C3=CC=CC=C23)=O)=O)C1 (2-(6-Fluoro-1H-benzo[d]imidazol-1-yl)-9-((R)-4-oxo-1,2,3,4-tetrahydronaphthalen-1-yl)-7H-purin-8(9H)-one). RXN SMILES: [NH2:1][C:2]1[C:3]([NH:18][C@H:19]2[C:28]3[C:23](=[CH:24][CH:25]=[CH:26][CH:27]=3)[C:22](=[O:29])[CH2:21][CH2:20]2)=[N:4][C:5]([N:8]2[C:12]3[CH:13]=[C:14]([F:17])[CH:15]=[CH:16][C:11]=3[N:10]=[CH:9]2)=[N:6][CH:7]=1.C1N=CN([C:35](N2C=NC=C2)=[O:36])C=1>C1COCC1>[F:17][C:14]1[CH:15]=[CH:16][C:11]2[N:10]=[CH:9][N:8]([C:5]3[N:4]=[C:3]4[C:2]([NH:1][C:35](=[O:36])[N:18]4[C@H:19]4[C:28]5[C:23](=[CH:24][CH:25]=[CH:26][CH:27]=5)[C:22](=[O:29])[CH2:21][CH2:20]4)=[CH:7][N:6]=3)[C:12]=2[CH:13]=1. Yield: 26.4%. Reagents/catalysts: [Pd] (Pd/C). The product is O1C(CCCC1)N1N=C2C=C(C=C(C2=C1)N)C1=CC=C(C=C1)OC1OCCCC1 (2-(Tetrahydro-2H-pyran-2-yl)-6-[4-(tetrahydro-2H-pyran-2-yloxy)phenyl]-2H-indazol-4-amine). Run in C(C)(=O)OCC (ethyl acetate). Reported procedure: 4-Nitro-2-(tetrahydro-2H-pyran-2-yl)-6-[4-(tetrahydro-2H-pyran-2-yloxy)phenyl]-2H-indazole (2.31 g, 5.45 mmol) was dissolved in ethyl acetate (109 ml) and the compound was reduced using the H-cube (available from ThalesNano) with a 10% Pd/C catalyst cartridge at 30° C. and 30 bar. The solvent was removed in vacuo and the residue was purified using silica gel chromatography eluting with 0-50% ethyl acetate in cyclohexane. Appropriate fractions were combined and the solvent was removed in vacuo to... Reactants: [N+](=O)([O-])C=1C2=CN(N=C2C=C(C1)C1=CC=C(C=C1)OC1OCCCC1)C1OCCCC1 (4-Nitro-2-(tetrahydro-2H-pyran-2-yl)-6-[4-(tetrahydro-2H-pyran-2-yloxy)phenyl]-2H-indazole). Reaction SMILES: [N+:1]([C:4]1[C:5]2[C:9]([CH:10]=[C:11]([C:13]3[CH:18]=[CH:17][C:16]([O:19][CH:20]4[CH2:25][CH2:24][CH2:23][CH2:22][O:21]4)=[CH:15][CH:14]=3)[CH:12]=1)=[N:8][N:7]([CH:26]1[CH2:31][CH2:30][CH2:29][CH2:28][O:27]1)[CH:6]=2)([O-])=O>C(OCC)(=O)C.[Pd]>[O:27]1[CH2:28][CH2:29][CH2:30][CH2:31][CH:26]1[N:7]1[CH:6]=[C:5]2[C:9]([CH:10]=[C:11]([C:13]3[CH:18]=[CH:17][C:16]([O:19][CH:20]4[CH2:25][CH2:24][CH2:23][CH2:22][O:21]4)=[CH:15][CH:14]=3)[CH:12]=[C:4]2[NH2:1])=[N:8]1.